This data is from the Open Reaction Database (ORD), a public repository of structured organic reaction records. The task is: describe an organic reaction: reactants, conditions, products, and yield The reactants are C(C(C)C)C1=CC=C(C=C1)C(C(=O)O)=C (2-(4- isobutylphenyl)acrylic acid). Reagents/catalysts: [Ru+3] (ruthenium(III)). Run in CO (methanol). Reaction conditions: temperature 24 celsius, time 21 hour. Yields the product OC(=O)C(C)C1=CC=C(CC(C)C)C=C1 (ibuprofen). RXN SMILES: [CH2:1]([C:5]1[CH:10]=[CH:9][C:8]([C:11](=[CH2:15])[C:12]([OH:14])=[O:13])=[CH:7][CH:6]=1)[CH:2]([CH3:4])[CH3:3]>[Ru+3].CO>[OH:14][C:12]([CH:11]([C:8]1[CH:7]=[CH:6][C:5]([CH2:1][CH:2]([CH3:3])[CH3:4])=[CH:10][CH:9]=1)[CH3:15])=[O:13]. Procedure: A 1.05 mmole portion of 2-(4- isobutylphenyl)acrylic acid (UA) was combined with 0.050 mmoles of ruthenium(III) (2,4-pentanedionate) and 30 ml of methanol in a 50-ml Hastelloy C pressure reactor. The reactor was flushed with hydrogen (3×300 psi) and then sealed with 1000 psi hydrogen. After stirring the mixture at 300 rpm for 21 hr at 24° C., a GC analysis of the red solution showed a product composition of 8% ibuprofen and 92% UA. The mixture was then stirred (300 rpm) at 100° C. for 8 hr with ... Starting materials: C(CCC)C1=NC2=C(N1CC1=CC=C(C=C1)C=1C(=NC=NC1)C1=NN=NN1)C(=CC=C2)C(=O)OC (methyl 2-butyl-1-[p-[4-(1H-tetrazol-5-yl)pyrimidin-5-yl]benzyl]benzimidazole-7-carboxylate), [OH-].[Na+] (NaOH). Run in CO (methanol). The product is C(CCC)C1=NC2=C(N1CC1=CC=C(C=C1)C=1C(=NC=NC1)C1=NN=NN1)C(=CC=C2)C(=O)O (2-Butyl-1-[p-[4-(1H-tetrazol-5-yl)pyrimidin-5-yl]benzyl]benzimidazole-7-carboxylic acid). As a reaction SMILES: [CH2:1]([C:5]1[N:9]([CH2:10][C:11]2[CH:16]=[CH:15][C:14]([C:17]3[C:18]([C:23]4[NH:27][N:26]=[N:25][N:24]=4)=[N:19][CH:20]=[N:21][CH:22]=3)=[CH:13][CH:12]=2)[C:8]2[C:28]([C:32]([O:34]C)=[O:33])=[CH:29][CH:30]=[CH:31][C:7]=2[N:6]=1)[CH2:2][CH2:3][CH3:4].[OH-].[Na+]>CO>[CH2:1]([C:5]1[N:9]([CH2:10][C:11]2[CH:12]=[CH:13][C:14]([C:17]3[C:18]([C:23]4[NH:27][N:26]=[N:25][N:24]=4)=[N:19][CH:20]=[N:21][CH:22]=3)=[CH:15][CH:16]=2)[C:8]2[C:28]([C:32]([OH:34])=[O:33])=[CH:29][CH:30]=[CH:31][C:7]=2[N:6]=1)[CH2:2][CH2:3][CH3:4] |f:1.2|. Reported procedure: To a solution of methyl 2-butyl-1-[p-[4-(1H-tetrazol-5-yl)pyrimidin-5-yl]benzyl]benzimidazole-7-carboxylate (0.1 g, 0.2 mmol) in methanol (5 ml) was added 1N aqueous NaOH (0.5 ml) and the mixture was heated under reflux for 6 hours. After concentration to dryness, the residue was dissolved in water and the solution was neutralized with 1N aqueous hydrochloric acid. The resulting precipitate was collected by filtration and washed with water. Recrystallization from aqueous methanol afforded yellow...